Dataset: the Open Reaction Database (ORD), a public repository of structured organic reaction records. Task: describe an organic reaction: reactants, conditions, products, and yield The reactants are O=C([O-])O, COC(=O)c1cc(N2CCOCC2C)nc(-c2ccc(N)cc2)n1, [Na+], C1COCCO1, O=C(Cl)Oc1ccccc1. The product is COC(=O)c1cc(N2CCOCC2C)nc(-c2ccc(NC(=O)Oc3ccccc3)cc2)n1. As a reaction SMILES: [C:25](=[O:26])([OH:27])[O-:28].[NH2:1][c:2]1[cH:3][cH:4][c:5](-[c:8]2[n:9][c:10]([N:18]3[CH:19]([CH3:24])[CH2:20][O:21][CH2:22][CH2:23]3)[cH:11][c:12]([C:14](=[O:15])[O:16][CH3:17])[n:13]2)[cH:6][cH:7]1.[Na+:29].[O:40]1[CH2:41][CH2:42][O:43][CH2:44][CH2:45]1.[c:30]1([O:36][C:37](=[O:38])[Cl:39])[cH:31][cH:32][cH:33][cH:34][cH:35]1>>[NH:1]([c:2]1[cH:3][cH:4][c:5](-[c:8]2[n:9][c:10]([N:18]3[CH:19]([CH3:24])[CH2:20][O:21][CH2:22][CH2:23]3)[cH:11][c:12]([C:14](=[O:15])[O:16][CH3:17])[n:13]2)[cH:6][cH:7]1)[C:37]([O:36][c:30]1[cH:31][cH:32][cH:33][cH:34][cH:35]1)=[O:38]. The reactants are COC(C1=C(C(=CC=C1)NC(=O)C1=CC=C(C=C1)C1=CC=CC=C1)O)=O (3-[(biphenyl-4-carbonyl)-amino]-2-hydroxy-benzoic acid methyl ester), [OH-].[Na+] (NaOH), crude mixture, ice water. Run at temperature 170 celsius. The product is C1(=CC=C(C=C1)C=1OC2=C(N1)C=CC=C2C(=O)O)C2=CC=CC=C2 (2-Biphenyl-4-yl-benzooxazole-7-carboxylic acid). Yield: 39.6%. Reaction SMILES: C[O:2][C:3](=[O:26])[C:4]1[CH:9]=[CH:8][CH:7]=[C:6]([NH:10][C:11]([C:13]2[CH:18]=[CH:17][C:16]([C:19]3[CH:24]=[CH:23][CH:22]=[CH:21][CH:20]=3)=[CH:15][CH:14]=2)=O)[C:5]=1[OH:25].[OH-].[Na+]>>[C:16]1([C:19]2[CH:20]=[CH:21][CH:22]=[CH:23][CH:24]=2)[CH:17]=[CH:18][C:13]([C:11]2[O:25][C:5]3[C:4]([C:3]([OH:2])=[O:26])=[CH:9][CH:8]=[CH:7][C:6]=3[N:10]=2)=[CH:14][CH:15]=1 |f:1.2|. Procedure: 3-[(biphenyl-4-carbonyl)-amino]-2-hydroxy-benzoic acid methyl ester (100 mg, 0.28 mmol) was suspended in PPA (500 mg) and heated at 170° C. for 4 h. The reaction was monitored by TLC. After completion of the reaction, the crude mixture was cooled to room temperature and ice water was added. The pH was adjusted to 5 with an aq. solution of 5N NaOH and was extracted with ethyl acetate (3×50 mL). The combined organic phases were dried over sodium sulphate and concentrated under reduced pressure. Th... Reactants: COC(=O)C1Cc2c([nH]c3ccccc23)C(C)N1, CO, [Na+], [OH-]. Yields the product CC1NC(C(=O)O)Cc2c1[nH]c1ccccc21. As a reaction SMILES: [CH3:1][CH:2]1[NH:3][CH:4]([C:15](=[O:16])[O:17][CH3:18])[CH2:5][c:6]2[c:7]3[cH:8][cH:9][cH:10][cH:11][c:12]3[nH:13][c:14]21.[CH3:21][OH:22].[Na+:20].[OH-:19]>>[CH3:1][CH:2]1[NH:3][CH:4]([C:15](=[O:16])[OH:17])[CH2:5][c:6]2[c:7]3[cH:8][cH:9][cH:10][cH:11][c:12]3[nH:13][c:14]21. Reactants: [Br-], CN(C)c1ccc(C=O)cc1, CC(=O)O, COc1ccc(-c2n(CC(=O)C(C)(C)C)cc[n+]2N)cc1. The product is [Br-], COc1ccc(-c2n(CC(=O)C(C)(C)C)cc[n+]2N=Cc2ccc(N(C)C)cc2)cc1. RXN SMILES: [Br-:12].[CH3:1][N:2]([c:3]1[cH:4][cH:5][c:6]([CH:7]=[O:8])[cH:9][cH:10]1)[CH3:11].[CH3:34][C:35](=[O:36])[OH:37].[NH2:13][n+:14]1[c:15](-[c:26]2[cH:27][cH:28][c:29]([O:32][CH3:33])[cH:30][cH:31]2)[n:16]([CH2:19][C:20]([C:21]([CH3:22])([CH3:23])[CH3:24])=[O:25])[cH:17][cH:18]1>>[Br-:12].[CH3:1][N:2]([c:3]1[cH:4][cH:5][c:6]([CH:7]=[N:13][n+:14]2[c:15](-[c:26]3[cH:27][cH:28][c:29]([O:32][CH3:33])[cH:30][cH:31]3)[n:16]([CH2:19][C:20]([C:21]([CH3:22])([CH3:23])[CH3:24])=[O:25])[cH:17][cH:18]2)[cH:9][cH:10]1)[CH3:11]. Starting materials: OC=1C=C(C=O)C=CC1O (3,4 dihydroxybenzaldehyde), C(=O)([O-])[O-].[K+].[K+] (K2CO3), C(C)OC(CBr)=O (ethylbromoacetate), C(C)O (Ethanol). Run in CC(=O)C (acetone). Run at time 20 hour. Product: C(=O)C1=CC(=C(OCC(=O)OCC)C=C1)O (Ethyl 2-(4-formyl-2-hydroxyphenoxy)acetate). Isolated yield 14.7%. As a reaction SMILES: [OH:1][C:2]1[CH:3]=[C:4]([CH:7]=[CH:8][C:9]=1[OH:10])[CH:5]=[O:6].C([O-])([O-])=O.[K+].[K+].[CH2:17]([O:19][C:20](=[O:23])[CH2:21]Br)[CH3:18].C(O)C>CC(C)=O>[CH:5]([C:4]1[CH:7]=[CH:8][C:9]([O:10][CH2:21][C:20]([O:19][CH2:17][CH3:18])=[O:23])=[C:2]([OH:1])[CH:3]=1)=[O:6] |f:1.2.3|. Reported procedure: The compound was prepared according to general procedure E with 3,4 dihydroxybenzaldehyde (3.7 mmol) in dry acetone (20 ml), anhydrous K2CO3 (2.3 mmol), and ethylbromoacetate (3.4 mmol) at 0°. The mixture was stirred at room temperature for 20 h. Ethanol was added and evaporated by azeotropic distillation with ethylbromoacetate The crude product was purified by silica gel chromatography (eluent dichloromethane). 112 mg of purified compound were obtained (15% yield). 1H NMR (250 MHz, CDCl3): δ 1.... Reactants: Cl (HCl), S(N)(=O)(=O)C1=CC=2C(=NC=CC2O1)Cl (2-sulfamoyl-4-chloro-furo[3,2-c]pyridine), CN(CCN)C (2-(dimethylamino)ethylamine), C([O-])([O-])=O.[Na+].[Na+] (sodium carbonate). Run in C(C)O (ethanol), C(C)OCC (diethyl ether), O (water), CO (methanol). Reaction conditions: temperature 90 celsius. Yields the product Cl.Cl.S(N)(=O)(=O)C1=CC=2C(=NC=CC2O1)NCCN(C)C (2-Sulfamoyl-4-[2-(dimethylamino)ethylamino]furo[3,2-c]pyridine dihydrochloride). Isolated yield 55.0%. As a reaction SMILES: [S:1]([C:5]1[O:13][C:12]2[CH:11]=[CH:10][N:9]=[C:8]([Cl:14])[C:7]=2[CH:6]=1)(=[O:4])(=[O:3])[NH2:2].[CH3:15][N:16]([CH3:20])[CH2:17][CH2:18][NH2:19].C(=O)([O-])[O-].[Na+].[Na+].[ClH:27]>O.CO.C(O)C.C(OCC)C>[ClH:14].[ClH:27].[S:1]([C:5]1[O:13][C:12]2[CH:11]=[CH:10][N:9]=[C:8]([NH:19][CH2:18][CH2:17][N:16]([CH3:20])[CH3:15])[C:7]=2[CH:6]=1)(=[O:4])(=[O:3])[NH2:2] |f:2.3.4,10.11.12|. Procedure details: A mixture of 2-sulfamoyl-4-chloro-furo[3,2-c]pyridine (1.02 g, 4.4 mmol) in 2-(dimethylamino)ethylamine (1.4 ml, 12.8 mmol) was warmed at 90° C. for 8 hours. The cooled mixture was diluted with water and made basic with saturated sodium carbonate. The product was extracted into ethyl acetate/methanol, dried over anhydrous sodium sulfate, and filtered. The solution was evaporated to give crude product. This residue was dissolved in methanol and excess ethanolic HCl was added. After dilution with ...